This data is from the Open Reaction Database (ORD), a public repository of structured organic reaction records. The task is: describe an organic reaction: reactants, conditions, products, and yield The product is CCN(CC)CCCNC(=O)Cn1ncc(-c2ccc(O)cc2)c1-c1ccccc1. Starting materials: CCN(CC)CCCNC(=O)Cn1ncc(-c2ccc(OC)cc2)c1-c1ccccc1, CCCS, ClCCl, CCC[S-], [Na], CN(C)C=O. RXN SMILES: [CH2:1]([CH3:2])[N:3]([CH2:4][CH2:5][CH2:6][NH:7][C:8]([CH2:9][n:10]1[n:11][cH:12][c:13](-[c:21]2[cH:22][cH:23][c:24]([O:27][CH3:28])[cH:25][cH:26]2)[c:14]1-[c:15]1[cH:16][cH:17][cH:18][cH:19][cH:20]1)=[O:29])[CH2:30][CH3:31].[CH2:33]([SH:34])[CH2:35][CH3:36].[CH2:46]([Cl:47])[Cl:48].[CH3:37][CH2:38][CH2:39][S-:40].[Na:32].[O:41]=[CH:42][N:43]([CH3:44])[CH3:45]>>[CH2:1]([CH3:2])[N:3]([CH2:4][CH2:5][CH2:6][NH:7][C:8]([CH2:9][n:10]1[n:11][cH:12][c:13](-[c:21]2[cH:22][cH:23][c:24]([OH:27])[cH:25][cH:26]2)[c:14]1-[c:15]1[cH:16][cH:17][cH:18][cH:19][cH:20]1)=[O:29])[CH2:30][CH3:31]. Starting materials: C1(CCCCCO1)=O (ε-caprolactone), C(CCCN)N (1,4-butanediamine), [OH-].[Na+] (NaOH). Solvent: C1CCOC1 (THF), C1CCOC1 (THF), CO (methanol), C1CCOC1 (THF), O (H2O). Product: C(CCCNC(CCCCCO)=O)NC(CCCCCO)=O (N,N′-1,4 butanediyl-bis[6-hydroxy hexanamide]). Isolated yield 70.0%. Reaction SMILES: [CH2:1]([NH2:6])[CH2:2][CH2:3][CH2:4][NH2:5].[C:7]1(=[O:14])[O:13][CH2:12][CH2:11][CH2:10][CH2:9][CH2:8]1.[OH-:15].[Na+]>C1COCC1.O.CO>[CH2:1]([NH:6][C:12](=[O:13])[CH2:11][CH2:10][CH2:9][CH2:8][CH2:7][OH:15])[CH2:2][CH2:3][CH2:4][NH:5][C:7](=[O:14])[CH2:8][CH2:9][CH2:10][CH2:11][CH2:12][OH:13] |f:2.3|. Procedure details: To a solution of 8.35 gram (0.0949 mol) 1,4-butanediamine in a mixture of 25 ml THF and 5 ml H2O was added a solution of 21.66 gram (0.1897 mol) ε-caprolactone in 25 ml THF in 5 min. at room temperature while stirring. The reaction mixture was stirred for 16 hours, whereafter the solvent was evaporated under reduced pressure. The obtained crude product (light yellow oil) was dissolved in 150 ml methanol (p.a.) and brought to pH=11.5 by adding 1M NaOH. The obtained solution was stirred for 16 hou...